From a dataset of the Open Reaction Database (ORD), a public repository of structured organic reaction records. describe an organic reaction: reactants, conditions, products, and yield The reactants are COC(=O)C1=NC(=C(N=C1N)NN)Cl (3-Amino-6-chloro-5-hydrazino-pyrazine-2-carboxylic acid methyl ester), NC1=NC(=NC2=CC(=C(C=C12)OC)OC)Cl (4-amino-2-chloro-6,7-dimethoxy quinazoline). The solvent is C(CC(C)C)O (isoamyl alcohol). Run at temperature 120 celsius, time 12 hour. Product: COC(=O)C1=NC(=C(N=C1N)NNC1=NC2=CC(=C(C=C2C(=N1)N)OC)OC)Cl (3-Amino-5-[N'-(4-amino-6,7-dimethoxy-quinazolin-2-yl) -hydrazino]-6-chloro-pyrazine-2-carboxylic acid methyl ester). Isolated yield 96.2%. Reaction SMILES: [CH3:1][O:2][C:3]([C:5]1[C:10]([NH2:11])=[N:9][C:8]([NH:12][NH2:13])=[C:7]([Cl:14])[N:6]=1)=[O:4].[NH2:15][C:16]1[C:25]2[C:20](=[CH:21][C:22]([O:28][CH3:29])=[C:23]([O:26][CH3:27])[CH:24]=2)[N:19]=[C:18](Cl)[N:17]=1>C(O)CC(C)C>[CH3:1][O:2][C:3]([C:5]1[C:10]([NH2:11])=[N:9][C:8]([NH:12][NH:13][C:18]2[N:17]=[C:16]([NH2:15])[C:25]3[C:20](=[CH:21][C:22]([O:28][CH3:29])=[C:23]([O:26][CH3:27])[CH:24]=3)[N:19]=2)=[C:7]([Cl:14])[N:6]=1)=[O:4]. Procedure: Compound (51) (5 mmol) was added to a solution of 4-amino-2-chloro-6,7-dimethoxy quinazoline (0.96 g, 4 mmol) in isoamyl alcohol (10 mL) at 25° C. The mixture was then stirred at 120° C. for 12 h. After cooling to room temperature, the desired product was filtered and rinsed with acetone to give 1.62 g (96%) of the title compound: TLC (Rf =0.30; 10% CH3OH/CH2Cl2); 1H NMR (DMSO) δ 11.90 (br, 1H), 10.30 (br, 1H), 9.80 (br, 1H), 9.00 (br, 1H), 8.80 (br, 1H), 7.80 (s, 1H), 7.69 (d, 1H, J=2.0), 7.41 ... Reactants: Cl (hydrochloric acid), [OH-].[K+] (potassium hydroxide), C(C)(=O)OC(C)=O (acetic anhydride), FC1=C(C(=O)O)C=CC(=C1)O (2-fluoro-4-hydroxybenzoic acid). Run in O (water). Reaction conditions: temperature 0 celsius, time 2 hour. The product is FC1=C(C(=O)O)C=CC(=C1)OC(C)=O (2-fluoro-4-acetoxybenzoic acid). Yield: 62.4%. Reaction SMILES: [OH-].[K+].[F:3][C:4]1[CH:12]=[C:11]([OH:13])[CH:10]=[CH:9][C:5]=1[C:6]([OH:8])=[O:7].[C:14](OC(=O)C)(=[O:16])[CH3:15].Cl>O>[F:3][C:4]1[CH:12]=[C:11]([O:13][C:14](=[O:16])[CH3:15])[CH:10]=[CH:9][C:5]=1[C:6]([OH:8])=[O:7] |f:0.1|. Procedure details: In a 100 ml-reaction vessel, 12.1 g (1.83×10-1M) of potassium hydroxide and 50 ml of water were placed, followed by cooling to 0° C. To the mixture, 12.0 g (7.69×10-2M) of 2-fluoro-4-hydroxybenzoic acid was added and dissolved therein. To the solution, 7.9 g (7.74×10-2M) of acetic anhydride was added dropwise in 30 minutes at 0° C., followed by stirring for 2 hours. After stirring, the reaction mixture was acidified with 6N-hydrochloric acid to precipitate a crystal. The crystal was recovered by... Reactants: C1=CC(=CC=C1C(=O)[O-])N/N=C/2\C(=CC3=CC(=CC(=C3C2=O)NC4=NC(=NC(=N4)Cl)Cl)S(=O)(=O)[O-])S(=O)(=O)[O-].[Na+].[Na+].[Na+] (Procion Red MX-8B), CC1=C(C=CC(=C1)NC2=NC(=NC(=N2)Cl)Cl)N=NC3=CC(=C4C=CC=C(C4=C3)S(=O)(=O)[O-])S(=O)(=O)[O-].[Na+].[Na+] (Procion Yellow), SCC(=O)O (mercaptoacetic acid), solution, SCC(=O)O (Mercaptoacetic acid), C([O-])([O-])=O.[Na+].[Na+] (sodium carbonate), Cl (HCl). Product: ClC1=CC(=NN=N1)Cl (dichlorotriazine), N1=NN=CC=C1 (triazine). RXN SMILES: S[CH2:2][C:3](O)=O.C(=O)([O-])[O-].[Na+].[Na+].[ClH:12].C1C(C([O-])=O)=CC=C([NH:22]/[N:23]=[C:24]2\[C:25](S([O-])(=O)=O)=[CH:26]C3C(C\2=O)=C(NC2[N:41]=[C:40]([Cl:42])N=C(Cl)N=2)C=C(S([O-])(=O)=O)C=3)C=1.[Na+].[Na+].[Na+].CC1C=C([NH:62]C2N=C(Cl)N=C(Cl)N=2)C=CC=1[N:71]=[N:72]C1C=C2C(C=CC=C2S([O-])(=O)=O)=C(S([O-])(=O)=O)C=1.[Na+].[Na+]>>[Cl:42][C:40]1[N:41]=[N:72][N:71]=[C:3]([Cl:12])[CH:2]=1.[N:62]1[CH:26]=[CH:25][CH:24]=[N:23][N:22]=1 |f:1.2.3,5.6.7.8,9.10.11|. Procedure: The first part of the synthesis is to obtain monochloro-monothioglycolato triazine. An aqueous dye solution (0.1 mol/100 ml, pH 7.5) of a purified Procion (RTM) dichlorotriazine dye is prepared. To this solution, a 0.1 mol solution of Mercaptoacetic acid is added by slow dripping at a temperature of between 0 and 5° C. After the addition of mercaptoacetic acid, the pH of the system is adjusted to 8 using sodium carbonate and HCl. The reaction is then allowed to proceed, at 0˜5° C. and pH8, for 5... Reaction SMILES: [C:33](=[O:34])([O-:35])[O-:36].[CH3:41][NH:42][CH3:43].[CH3:44][N:45]1[CH2:46][CH2:47][CH2:48][C:49]1=[O:50].[Cl:1][CH2:2][CH2:3][O:4][c:5]1[cH:6][cH:7][c:8]([CH:11]2[O:12][c:13]3[c:14]([cH:28][cH:29][c:30]([OH:32])[cH:31]3)[C:15]([C:24]([F:25])([F:26])[F:27])=[C:16]2[c:17]2[cH:18][cH:19][c:20]([OH:23])[cH:21][cH:22]2)[cH:9][cH:10]1.[Cl:51][CH2:52][Cl:53].[I-:40].[K+:37].[K+:38].[K+:39]>>[CH2:2]([CH2:3][O:4][c:5]1[cH:6][cH:7][c:8]([CH:11]2[O:12][c:13]3[c:14]([cH:28][cH:29][c:30]([OH:32])[cH:31]3)[C:15]([C:24]([F:25])([F:26])[F:27])=[C:16]2[c:17]2[cH:18][cH:19][c:20]([OH:23])[cH:21][cH:22]2)[cH:9][cH:10]1)[N:42]([CH3:41])[CH3:43]. The product is CN(C)CCOc1ccc(C2Oc3cc(O)ccc3C(C(F)(F)F)=C2c2ccc(O)cc2)cc1. Starting materials: O=C([O-])[O-], CNC, CN1CCCC1=O, Oc1ccc(C2=C(C(F)(F)F)c3ccc(O)cc3OC2c2ccc(OCCCl)cc2)cc1, ClCCl, [I-], [K+], [K+], [K+].